This data is from the Open Reaction Database (ORD), a public repository of structured organic reaction records. The task is: describe an organic reaction: reactants, conditions, products, and yield Reactants: N12CC(C(CC1)CC2)[C@H]2C=1CNN3C1C(=CC2=O)C=NC=C3 ((S)-7-(quinuclidin-3-yl)-8,9-dihydro-[1,4]diazepino[6,7,1-hi]indazol-6(7H)-one), Cl (hydrochloric acid). The solvent is CO (methanol). Conditions: time 5 minute. Yields the product Cl.N12CC(C(CC1)CC2)[C@H]2C=1CNN3C1C(=CC2=O)C=NC=C3 ((S)-7-(quinuclidin-3-yl)-8,9-dihydro-[1,4]diazepino[6,7,1-hi]indazol-6(7H)-one hydrochloride). Reaction SMILES: [N:1]12[CH2:8][CH2:7][CH:4]([CH2:5][CH2:6]1)[CH:3]([C@@H:9]1[C:17](=[O:18])[CH:16]=[C:15]3[CH:19]=[N:20][CH:21]=[CH:22][N:13]4[C:14]3=[C:10]1[CH2:11][NH:12]4)[CH2:2]2.[ClH:23]>CO>[ClH:23].[N:1]12[CH2:8][CH2:7][CH:4]([CH2:5][CH2:6]1)[CH:3]([C@@H:9]1[C:17](=[O:18])[CH:16]=[C:15]3[CH:19]=[N:20][CH:21]=[CH:22][N:13]4[C:14]3=[C:10]1[CH2:11][NH:12]4)[CH2:2]2 |f:3.4|. Reported procedure: To a stirred solution of (S)-7-(quinuclidin-3-yl)-8,9-dihydro-[1,4]diazepino[6,7,1-hi]indazol-6(7H)-one (207 mg, 0.7 mmol) from Step H above in methanol (5 mL) was added hydrochloric acid (1.25 M solution in methanol, 1.1 mL, 1.4 mmol) at room temperature. The mixture was stirred for 5 min, concentrated under reduced pressure and diluted with diethyl ether to afford (S)-7-(quinuclidin-3-yl)-8,9-dihydro-[1,4]diazepino[6,7,1-hi]indazol-6(7H)-one hydrochloride as a white solid: 1H NMR (500 MHz, DMS... The reactants are [Li]CCCC (BuLi), BrC1=C(C(=CC=C1)Br)C (1,3-dibromo-2-methylbenzene), CN(C)C=O (DMF). The solvent is O1CCCC1 (Tetrahydrofuran). Conditions: temperature -78 celsius, time 20 minute. Product: BrC=1C(=C(C=O)C=CC1)C (3-bromo-2-methylbenzaldehyde). Yield: 100.5%. As a reaction SMILES: Br[C:2]1[CH:7]=[CH:6][CH:5]=[C:4]([Br:8])[C:3]=1[CH3:9].[Li]CCCC.CN([CH:18]=[O:19])C>O1CCCC1>[Br:8][C:4]1[C:3]([CH3:9])=[C:2]([CH:7]=[CH:6][CH:5]=1)[CH:18]=[O:19]. Procedure details: To a solution of 1,3-dibromo-2-methylbenzene (3 g, 12.00 mmol) in Tetrahydrofuran (THF) (100 mL) stirred under nitrogen at −78° C. was added BuLi (9.00 mL, 14.40 mmol) dropwise. The reaction mixture was stirred at −78° C. for 20 min. DMF (1.115 mL, 14.40 mmol) was added dropwise. The reaction mixture was continuously stirred for 2 hours. The reaction was quenched with sat. aq. ammonia chloride solution. The aqueous layers were separated and extracted by EA for 3 times. The combined organic layer... The reactants are Cc1n[nH]c(-c2c(Cl)csc2N)n1, O=C(O)CN1C(=O)CCc2ncccc21. Product: Cc1n[nH]c(-c2c(Cl)csc2NC(=O)CN2C(=O)CCc3ncccc32)n1. Reaction SMILES: [Cl:1][c:2]1[c:3](-[c:8]2[n:9][c:10]([CH3:13])[n:11][nH:12]2)[c:4]([NH2:7])[s:5][cH:6]1.[O:14]=[C:15]1[N:16]([CH2:25][C:26](=[O:27])[OH:28])[c:17]2[cH:18][cH:19][cH:20][n:21][c:22]2[CH2:23][CH2:24]1>>[Cl:1][c:2]1[c:3](-[c:8]2[n:9][c:10]([CH3:13])[n:11][nH:12]2)[c:4]([NH:7][C:26]([CH2:25][N:16]2[C:15](=[O:14])[CH2:24][CH2:23][c:22]3[c:17]2[cH:18][cH:19][cH:20][n:21]3)=[O:27])[s:5][cH:6]1. Reactants: Cc1ccccc1, Cc1ccc(C)c2c(C(C)C)cc(O)nc12, O=P(Cl)(Cl)Cl. Yields the product Cc1ccc(C)c2c(C(C)C)cc(Cl)nc12. RXN SMILES: [CH3:22][c:23]1[cH:24][cH:25][cH:26][cH:27][cH:28]1.[CH:1]([CH3:2])([CH3:3])[c:4]1[cH:5][c:6]([OH:16])[n:7][c:8]2[c:9]([CH3:15])[cH:10][cH:11][c:12]([CH3:14])[c:13]12.[P:17]([Cl:18])([Cl:19])([Cl:20])=[O:21]>>[CH:1]([CH3:2])([CH3:3])[c:4]1[cH:5][c:6]([Cl:19])[n:7][c:8]2[c:9]([CH3:15])[cH:10][cH:11][c:12]([CH3:14])[c:13]12. Reactants: CC=1OCC(N1)(C)C (2,4,4-trimethyl-2-oxazoline), ClC1=CC=C(C=O)C=C1 (p-chlorobenzaldehyde). Product: ClC1=CC=C(C=C1)C=CC=1OCC(N1)(C)C (2-(2-p-Chlorophenylethenyl)-4,4-dimethyl-2-oxazoline). Reaction SMILES: [CH3:1][C:2]1[O:3][CH2:4][C:5]([CH3:8])([CH3:7])[N:6]=1.[Cl:9][C:10]1[CH:17]=[CH:16][C:13]([CH:14]=O)=[CH:12][CH:11]=1>>[Cl:9][C:10]1[CH:17]=[CH:16][C:13]([CH:14]=[CH:1][C:2]2[O:3][CH2:4][C:5]([CH3:8])([CH3:7])[N:6]=2)=[CH:12][CH:11]=1. Procedure: 2-(2-p-Chlorophenylethenyl)-4,4-dimethyl-2-oxazoline (P-1581) was synthesized from 2,4,4-trimethyl-2-oxazoline and p-chlorobenzaldehyde.